From a dataset of the Open Reaction Database (ORD), a public repository of structured organic reaction records. describe an organic reaction: reactants, conditions, products, and yield Reactants: C(C)(C)(C)OC(=O)NCC1=CC(=NO1)C1CC1 (5-(tert-Butoxycarbonylaminomethyl)-3-cyclopropylisoxazole), Cl (hydrochloric acid). Solvent: CO (methanol). Product: NCC1=CC(=NO1)C1CC1 (5-Aminomethyl-3-cyclopropylisoxazole). Isolated yield 53.0%. Reaction SMILES: C(OC([NH:8][CH2:9][C:10]1[O:14][N:13]=[C:12]([CH:15]2[CH2:17][CH2:16]2)[CH:11]=1)=O)(C)(C)C.Cl>CO>[NH2:8][CH2:9][C:10]1[O:14][N:13]=[C:12]([CH:15]2[CH2:17][CH2:16]2)[CH:11]=1. Reported procedure: Crude 5-(tert-butoxycarbonylaminomethyl)-3-cyclopropylisoxazole (Method 3) (37.4 g, 0.157 mol) and 3M hydrochloric acid (80 ml) in methanol (100 ml) was heated at 50° C. for 2 hours. The methanol was removed by evaporation and aqueous residue washed with DCM. The aqueous layer was adjusted to pH 12 by careful addition of 40% aqueous sodium hydroxide solution and then extracted with DCM (×4). The extracts were combined, washed with brine, then dried (Na2SO4) and the volatiles removed by evaporati... The reactants are CCO, C1=CC2CC1CC2Cn1ccnc1, [H][H]. Yields the product c1cn(CC2CC3CCC2C3)cn1. RXN SMILES: [CH3:16][CH2:17][OH:18].[CH:1]12[CH:2]([CH2:8][n:9]3[cH:10][n:11][cH:12][cH:13]3)[CH2:3][CH:4]([CH:5]=[CH:6]1)[CH2:7]2.[H:14][H:15]>>[CH:1]12[CH:2]([CH2:8][n:9]3[cH:10][n:11][cH:12][cH:13]3)[CH2:3][CH:4]([CH2:5][CH2:6]1)[CH2:7]2. The reactants are CNC1CCC(OCCCCBr)CC1, CC(C)COC(=O)Cl, Cl. The product is CC(C)COC(=O)N(C)C1CCC(OCCCCBr)CC1. RXN SMILES: [Br:2][CH2:3][CH2:4][CH2:5][CH2:6][O:7][CH:8]1[CH2:9][CH2:10][CH:11]([NH:14][CH3:15])[CH2:12][CH2:13]1.[Cl:16][C:17](=[O:18])[O:19][CH2:20][CH:21]([CH3:22])[CH3:23].[ClH:1]>>[Br:2][CH2:3][CH2:4][CH2:5][CH2:6][O:7][CH:8]1[CH2:9][CH2:10][CH:11]([N:14]([CH3:15])[C:17](=[O:18])[O:19][CH2:20][CH:21]([CH3:22])[CH3:23])[CH2:12][CH2:13]1. Starting materials: O=C(Cl)C(Cl)(Cl)Cl, ClCCCl, c1cc2c([nH]1)CCCC2. RXN SMILES: [Cl:10][C:11]([C:12](=[O:13])[Cl:14])([Cl:15])[Cl:16].[Cl:17][CH2:18][CH2:19][Cl:20].[nH:1]1[cH:2][cH:3][c:4]2[c:9]1[CH2:8][CH2:7][CH2:6][CH2:5]2>>[nH:1]1[c:2]([C:12]([C:11]([Cl:10])([Cl:15])[Cl:16])=[O:13])[cH:3][c:4]2[c:9]1[CH2:8][CH2:7][CH2:6][CH2:5]2. Product: O=C(c1cc2c([nH]1)CCCC2)C(Cl)(Cl)Cl. Reactants: FC(C(=O)C1=CC=CC2=C1C(C2)C#N)(F)F (6-trifluoroacetyl-1-benzocyclobutanecarbonitrile). The solvent is N1=CC=CC=C1 (pyridine). Reaction conditions: time 3 hour. The product is C(C)(=O)C1=CC=CC2=C1C(C2)C#N (6-Acetyl-1-benzocyclobutanecarbonitrile). RXN SMILES: F[C:2](F)(F)[C:3]([C:5]1[C:10]2[CH:11]([C:13]#[N:14])[CH2:12][C:9]=2[CH:8]=[CH:7][CH:6]=1)=[O:4]>N1C=CC=CC=1>[C:3]([C:5]1[C:10]2[CH:11]([C:13]#[N:14])[CH2:12][C:9]=2[CH:8]=[CH:7][CH:6]=1)(=[O:4])[CH3:2]. Procedure details: A solution composed of 55.94 g of 6-trifluoroacetyl-1-benzocyclobutanecarbonitrile in 600 ml of pyridine is purged with nitrogen for 15 minutes; 30.5 ml of triethylamine, 117.44 ml of butyl vinyl ether, 2.25 g of 1,3-bis-(diphenylphosphino)propane and 1.02 g of palladium acetate are added and the reaction mixture is heated at reflux for 2 hours. 400 ml of 1N hydrochloric acid are then added dropwise in the course of 1 hour and, after stirring for 3 hours at ambient temperature, the reaction mixt... The reactants are C(C)(=O)O[BH-](OC(C)=O)OC(C)=O.[Na+] (sodium triacetoxyborohydride), CS(=O)(=O)C1=NC=CC(=C1)[C@H](CC=O)NC(=O)C=1C2=C(C=NC1)N(N=C2)C2=CC=C(C=C2)F (1-(4-fluorophenyl)-1H-pyrazolo[3,4-c]pyridine-4-carboxylic acid[(S)-1-(2-methanesulfonyl-pyridin-4-yl)-3-oxo-propyl]-amide), N1CCOCC1 (morpholine), C(C)(=O)O (acetic acid). The solvent is ClC(C)Cl (dichloroethane). Reaction conditions: time 2 hour. Product: CS(=O)(=O)C1=NC=CC(=C1)[C@H](CCN1CCOCC1)NC(=O)C=1C2=C(C=NC1)N(N=C2)C2=CC=C(C=C2)F (1-(4-Fluorophenyl)-1H-pyrazolo[3,4-c]pyridine-4-carboxylic acid[(S)-1-(2-methanesulfonyl-pyridin-4-yl)-3-morpholin-4-yl-propyl]-amide). RXN SMILES: [CH3:1][S:2]([C:5]1[CH:10]=[C:9]([C@@H:11]([NH:15][C:16]([C:18]2[C:19]3[CH:26]=[N:25][N:24]([C:27]4[CH:32]=[CH:31][C:30]([F:33])=[CH:29][CH:28]=4)[C:20]=3[CH:21]=[N:22][CH:23]=2)=[O:17])[CH2:12][CH:13]=O)[CH:8]=[CH:7][N:6]=1)(=[O:4])=[O:3].[NH:34]1[CH2:39][CH2:38][O:37][CH2:36][CH2:35]1.C(O)(=O)C.C(O[BH-](OC(=O)C)OC(=O)C)(=O)C.[Na+]>ClC(Cl)C>[CH3:1][S:2]([C:5]1[CH:10]=[C:9]([C@@H:11]([NH:15][C:16]([C:18]2[C:19]3[CH:26]=[N:25][N:24]([C:27]4[CH:28]=[CH:29][C:30]([F:33])=[CH:31][CH:32]=4)[C:20]=3[CH:21]=[N:22][CH:23]=2)=[O:17])[CH2:12][CH2:13][N:34]2[CH2:39][CH2:38][O:37][CH2:36][CH2:35]2)[CH:8]=[CH:7][N:6]=1)(=[O:4])=[O:3] |f:3.4|. Reported procedure: A solution of 1-(4-fluorophenyl)-1H-pyrazolo[3,4-c]pyridine-4-carboxylic acid[(S)-1-(2-methanesulfonyl-pyridin-4-yl)-3-oxo-propyl]-amide (40 mg, 0.09 mmol) and morpholine (15 μL, 0.17 mmol) in dichloroethane (2 mL) was stirred for 30 minutes. The mixture was then acidified (pH=4) with acetic acid (9 μL, 0.2 mmol) and then sodium triacetoxyborohydride (36 mg, 0.17 mmol) was added. After 2 hours, the reaction was quenched with saturated aqueous sodium bicarbonate (20 mL) and extracted with dichlor... Reactants: CC(=O)[O-], CC(=O)[O-], O=C(c1ccc2[nH]c(C(=O)N3CCC(F)(F)CC3)cc2c1)N1CCN(C2CCC2)CC1, ClCCl, [Cu+2], OB(O)c1ccc(N2CCOCC2)cc1, c1ccncc1. Product: O=C(c1ccc2c(c1)cc(C(=O)N1CCC(F)(F)CC1)n2-c1ccc(N2CCOCC2)cc1)N1CCN(C2CCC2)CC1. RXN SMILES: [C:56]([O-:57])(=[O:58])[CH3:59].[C:61]([O-:62])(=[O:63])[CH3:64].[CH:1]1([N:5]2[CH2:6][CH2:7][N:8]([C:11](=[O:12])[c:13]3[cH:14][c:15]4[cH:16][c:17]([C:22](=[O:23])[N:24]5[CH2:25][CH2:26][C:27]([F:30])([F:31])[CH2:28][CH2:29]5)[nH:18][c:19]4[cH:20][cH:21]3)[CH2:9][CH2:10]2)[CH2:2][CH2:3][CH2:4]1.[Cl:53][CH2:54][Cl:55].[Cu+2:60].[O:32]1[CH2:33][CH2:34][N:35]([c:38]2[cH:39][cH:40][c:41]([B:44]([OH:45])[OH:46])[cH:42][cH:43]2)[CH2:36][CH2:37]1.[cH:47]1[cH:48][cH:49][n:50][cH:51][cH:52]1>>[CH:1]1([N:5]2[CH2:6][CH2:7][N:8]([C:11](=[O:12])[c:13]3[cH:14][c:15]4[cH:16][c:17]([C:22](=[O:23])[N:24]5[CH2:25][CH2:26][C:27]([F:30])([F:31])[CH2:28][CH2:29]5)[n:18](-[c:41]5[cH:40][cH:39][c:38]([N:35]6[CH2:34][CH2:33][O:32][CH2:37][CH2:36]6)[cH:43][cH:42]5)[c:19]4[cH:20][cH:21]3)[CH2:9][CH2:10]2)[CH2:2][CH2:3][CH2:4]1. Starting materials: FC1(OC2=C(O1)C=CC=C2C(=O)O)F (2,2-difluoro-1,3-benzodioxole-4-carboxylic acid), Cl (hydrochloric acid), ice, C(CCC)[Li] (n-butyllithium), ClC(C(Cl)(Cl)Cl)(Cl)Cl (hexachloroethane). Run in O1CCCC1 (tetrahydrofuran), CCCCCC (hexane), O1CCCC1 (tetrahydrofuran). Conditions: time 1 hour. Product: ClC1=CC=C(C2=C1OC(O2)(F)F)C(=O)O (7-chloro-2,2-difluoro-1,3-benzodioxole-4-carboxylic acid). The yield is 42.1%. As a reaction SMILES: [F:1][C:2]1([F:14])[O:6][C:5]2[CH:7]=[CH:8][CH:9]=[C:10]([C:11]([OH:13])=[O:12])[C:4]=2[O:3]1.C([Li])CCC.[Cl:20]C(Cl)(Cl)C(Cl)(Cl)Cl.Cl>O1CCCC1.CCCCCC>[Cl:20][C:7]1[C:5]2[O:6][C:2]([F:1])([F:14])[O:3][C:4]=2[C:10]([C:11]([OH:13])=[O:12])=[CH:9][CH:8]=1. Reported procedure: 7.5 g (0.038 mol) of 2,2-difluoro-1,3-benzodioxole-4-carboxylic acid, prepared according to the process described in European Application 0,333,658, are dissolved, with stirring and under an argon atmosphere, in 75 ml of dry tetrahydrofuran (THF). ml (0.081 mol) of n-butyllithium in solution in hexane are run in dropwise at -70° C. After stirring for 1 hour, 8.9 g (0.038 mol) of hexachloroethane in solution in 50 ml of dry tetrahydrofuran (THF) are run in. After 2 hours at -70° C., the temperatu...